Dataset: the Open Reaction Database (ORD), a public repository of structured organic reaction records. Task: describe an organic reaction: reactants, conditions, products, and yield Reactants: BrC=1C=C2CCNCC2=CC1 (6-Bromo-1,2,3,4-tetrahydro-isoquinoline), B(O)O (boronic acid). The product is N1=CC(=CC=C1)C=1C=C2CCNCC2=CC1 (6-Pyridin-3-yl-1,2,3,4-tetrahydro-isoquinoline). Reaction SMILES: Br[C:2]1[CH:3]=[C:4]2[C:9](=[CH:10][CH:11]=1)[CH2:8][NH:7][CH2:6][CH2:5]2.B(O)O>>[N:7]1[CH:8]=[CH:9][CH:4]=[C:5]([C:2]2[CH:3]=[C:4]3[C:9](=[CH:10][CH:11]=2)[CH2:8][NH:7][CH2:6][CH2:5]3)[CH:6]=1. Procedure: In close analogy to the procedure described above, 6-Bromo-1,2,3,4-tetrahydro-isoquinoline is reacted with the corresponding boronic acid to provide the title compound. The reactants are CN(C)C(=O)Cl, CSc1cc(C)c(O)cc1C, Cl, c1ccncc1. Yields the product CSc1cc(C)c(OC(=O)N(C)C)cc1C. RXN SMILES: [CH3:12][N:13]([C:14](=[O:15])[Cl:16])[CH3:17].[CH3:1][c:2]1[c:3]([OH:11])[cH:4][c:5]([CH3:10])[c:6]([S:8][CH3:9])[cH:7]1.[ClH:18].[cH:19]1[cH:20][cH:21][n:22][cH:23][cH:24]1>>[CH3:1][c:2]1[c:3]([O:11][C:14]([N:13]([CH3:12])[CH3:17])=[O:15])[cH:4][c:5]([CH3:10])[c:6]([S:8][CH3:9])[cH:7]1. Reactants: [Cl-].[Al+3].[Cl-].[Cl-] (aluminum chloride), ClC1=C(C(=O)Cl)C=CC=C1 (2-chlorobenzoylchloride), C(C)C1=C(C=CC=C1)OC (2-ethylanisole). The solvent is C(Cl)Cl (CH2Cl2), C(Cl)Cl (CH2Cl2). Conditions: time 4 hour. Yields the product ClC1=C(C(=O)C2=CC(=C(C=C2)OC)CC)C=CC=C1 (4-(2-Chlorobenzoyl)-2-ethylanisole). Yield: 94.2%. RXN SMILES: [Cl-].[Al+3].[Cl-].[Cl-].[Cl:5][C:6]1[CH:14]=[CH:13][CH:12]=[CH:11][C:7]=1[C:8](Cl)=[O:9].[CH2:15]([C:17]1[CH:22]=[CH:21][CH:20]=[CH:19][C:18]=1[O:23][CH3:24])[CH3:16]>C(Cl)Cl>[Cl:5][C:6]1[CH:14]=[CH:13][CH:12]=[CH:11][C:7]=1[C:8]([C:21]1[CH:20]=[CH:19][C:18]([O:23][CH3:24])=[C:17]([CH2:15][CH3:16])[CH:22]=1)=[O:9] |f:0.1.2.3|. Procedure: At ambient temperature, to a stirred solution containing aluminum chloride (20 g, 0.150 mol), 2-chlorobenzoylchloride (19 mL, 0.150 mol) in CH2Cl2 (100 mL) was added dropwise 2-ethylanisole (20.4 g, 0.150 mol). After 4 h, the reaction was diluted with CH2Cl2 (400 mL) washed with aq. KH2PO4 (2×200 mL), brine (1×200 mL), filtered though Celite and concentrated to give 38.82 g (94%) of the title compound. 1H NMR: consistent. Reactants: [OH-].[K+] (potassium hydroxide), CN1CCN=C(C2=C1C=CC=C2)/C=C/C2=CC=C(C(=O)OC)C=C2 (methyl (E)-4-[2-(2,3-dihydro-1-methyl-1H-1,4-benzodiazepin-5-yl)vinyl]benzoate), [OH-].[K+] (potassium hydroxide). Run in CO (methanol). Run at temperature 60 celsius, time 3 hour. Product: C(C)(=O)O.CN1CCN=C(C2=C1C=CC=C2)/C=C/C2=CC=C(C(=O)O)C=C2 ((E)-4-[2-(2,3-dihydro-1-methyl-1H-1,4-benzodiazepin-5-yl)vinyl]benzoic acid acetate). As a reaction SMILES: [OH-].[K+].[CH3:3][N:4]1[C:10]2[CH:11]=[CH:12][CH:13]=[CH:14][C:9]=2[C:8](/[CH:15]=[CH:16]/[C:17]2[CH:26]=[CH:25][C:20]([C:21]([O:23]C)=[O:22])=[CH:19][CH:18]=2)=[N:7][CH2:6][CH2:5]1>CO>[C:21]([OH:23])(=[O:22])[CH3:20].[CH3:3][N:4]1[C:10]2[CH:11]=[CH:12][CH:13]=[CH:14][C:9]=2[C:8](/[CH:15]=[CH:16]/[C:17]2[CH:18]=[CH:19][C:20]([C:21]([OH:23])=[O:22])=[CH:25][CH:26]=2)=[N:7][CH2:6][CH2:5]1 |f:0.1,4.5|. Procedure: 2.2 ml of 2M potassium hydroxide solution were added to a solution of 770 mg (2.41 mmol) of methyl (E)-4-[2-(2,3-dihydro-1-methyl-1H-1,4-benzodiazepin-5-yl)vinyl]benzoate in 22 ml of methanol. The temperature was raised to 60° C. and the solution was stirred for 3 hours. A further 2 ml of 2M potassium hydroxide solution was added and the solution was stirred for a further 16 hours. The solvent was removed by evaporation and the residue dissolved in water and washed with diethyl ether. The aqueou... The reactants are C1(=CC=CC=C1)C1CCC(N1)=O (5-phenylpyrrolidin-2-one), IC1=CC=C(OC2=CC=C(C=C2)Cl)C=C1 (1-(4-iodophenoxy)-4-chlorobenzene), [O-]P(=O)([O-])[O-].[K+].[K+].[K+] (K3PO4), [C@@H]1([C@@H](CCCC1)N)N (trans-cyclohexane-1,2-diamine). Reagents/catalysts: [Cu](I)I (copper iodide). The solvent is O1CCOCC1 (1,4-dioxane). Reaction conditions: temperature 110 celsius. Product: ClC1=CC=C(OC2=CC=C(C=C2)N2C(CCC2C2=CC=CC=C2)=O)C=C1 (1-[4-(4-chlorophenoxy)phenyl]-5-phenylpyrrolidin-2-one), oil. Yield: 50.0%. As a reaction SMILES: [C:1]1([CH:7]2[NH:11][C:10](=[O:12])[CH2:9][CH2:8]2)[CH:6]=[CH:5][CH:4]=[CH:3][CH:2]=1.I[C:14]1[CH:27]=[CH:26][C:17]([O:18][C:19]2[CH:24]=[CH:23][C:22]([Cl:25])=[CH:21][CH:20]=2)=[CH:16][CH:15]=1.[O-]P([O-])([O-])=O.[K+].[K+].[K+].[C@@H]1(N)CCCC[C@H]1N>[Cu](I)I.O1CCOCC1>[Cl:25][C:22]1[CH:23]=[CH:24][C:19]([O:18][C:17]2[CH:26]=[CH:27][C:14]([N:11]3[CH:7]([C:1]4[CH:2]=[CH:3][CH:4]=[CH:5][CH:6]=4)[CH2:8][CH2:9][C:10]3=[O:12])=[CH:15][CH:16]=2)=[CH:20][CH:21]=1 |f:2.3.4.5|. Procedure details: Step A (Method 1, Using Standard Buchwald Coupling Conditions): To a 10 mL reaction tube fitted with a screw cap is charged with 5-phenylpyrrolidin-2-one (26.8 mg, 0.166 mmol), 1-(4-iodophenoxy)-4-chlorobenzene (66 mg, 0.199 mmol, 1.2 eq), copper iodide (6.3 mg, 0.033 mmol, 0.2 eq), K3PO4 (70.6 mg, 0.333 mmol, 2.0 eq), trans-cyclohexane-1,2-diamine (3.8 mg, 0.033 mmol, 0.2 eq) and 1,4-dioxane (2 mL). The system is degassed with argon then sealed and heated to 110° C. for 20 h. The reaction is co... Reactants: ClC=1C=C2C(CN(CC2=C(C1)Cl)C)C1=CC=CC=C1 (6,8-Dichloro-2-methyl-4-phenyl-1,2,3,4-tetrahydro-isoquinoline), ClC=1C=C2C(CN(CC2=C(C1)Cl)C)C1=CC=CC=C1 (6,8-Dichloro-2-methyl-4-phenyl-1,2,3,4-tetrahydro-isoquinoline), ClS(=O)(=O)O (chlorosulfonic acid), [OH-].[Na+] (NaOH). Conditions: time 3 hour. The product is ClC=1C=C2C(CN(CC2=C(C1)Cl)C)C1=CC=C(C=C1)S(=O)(=O)Cl (4-(6,8-Dichloro-2-methyl-1,2,3,4-tetrahydroisoquinolin-4-yl)-benzenesulfonyl chloride). RXN SMILES: [Cl:1][C:2]1[CH:3]=[C:4]2[C:9](=[C:10]([Cl:12])[CH:11]=1)[CH2:8][N:7]([CH3:13])[CH2:6][CH:5]2[C:14]1[CH:19]=[CH:18][CH:17]=[CH:16][CH:15]=1.[Cl:20][S:21](O)(=[O:23])=[O:22].[OH-].[Na+]>>[Cl:1][C:2]1[CH:3]=[C:4]2[C:9](=[C:10]([Cl:12])[CH:11]=1)[CH2:8][N:7]([CH3:13])[CH2:6][CH:5]2[C:14]1[CH:15]=[CH:16][C:17]([S:21]([Cl:20])(=[O:23])=[O:22])=[CH:18][CH:19]=1 |f:2.3|. Procedure details: At 0° C., 1 mmol of 6,8-dichloro-2-methyl-4-phenyl-1,2,3,4-tetrahydro-isoquinoline (intermediate 4, example 2) was introduced into 1 ml of chlorosulfonic acid and stirred at room temperature for 3 hours. For workup, the reaction mixture was poured onto ice, adjusted to pH 7 to 8 with 1 N NaOH and extracted twice with ethyl acetate. The combined ethyl acetate phases were dried with Na2SO4 and concentrated in a rotary evaporator. The crude product obtained in this way was reacted further without f... Reactants: C(C)OC=1C=C(C=C2C(NC(S2)=S)=O)C=CC1OCC (5-(3,4-diethoxybenzylidene)rhodanine), [OH-].[Na+] (sodium hydroxide). The solvent is O (water). Yields the product C(C)OC=1C=C(C=CC1OCC)C=C(C(=O)O)S (β-(3,4-diethoxyphenyl)-α-mercaptoacrylic acid). Reaction SMILES: [CH2:1]([O:3][C:4]1[CH:5]=[C:6]([CH:15]=[CH:16][C:17]=1[O:18][CH2:19][CH3:20])[CH:7]=[C:8]1[S:12]C(=S)N[C:9]1=[O:14])[CH3:2].[OH-:21].[Na+]>O>[CH2:1]([O:3][C:4]1[CH:5]=[C:6]([CH:7]=[C:8]([SH:12])[C:9]([OH:21])=[O:14])[CH:15]=[CH:16][C:17]=1[O:18][CH2:19][CH3:20])[CH3:2] |f:1.2|. Procedure details: A solution of 33.0 g. of 5-(3,4-diethoxybenzylidene)rhodanine and 23.4 g. of sodium hydroxide in 148 ml. of water was heated to 70° C. for 30 minutes. The solution was cooled and filtered and the filtrate was acidified by pouring into excess cold 10% hydrochloric acid. The precipitate was collected by filtration affording 25 g. of the desired subtitle intermediate which was used without further purification. The reactants are C1COCCO1, COc1cc(C)nc(NC(=O)Oc2ccccc2)n1, COCc1ccsc1S(N)(=O)=O, Cl. Yields the product COCc1ccsc1S(=O)(=O)NC(=O)Nc1nc(C)cc(OC)n1. As a reaction SMILES: [CH2:33]1[O:34][CH2:35][CH2:36][O:37][CH2:38]1.[CH3:13][O:14][c:15]1[n:16][c:17]([NH:22][C:23]([O:24][c:26]2[cH:27][cH:28][cH:29][cH:30][cH:31]2)=[O:25])[n:18][c:19]([CH3:21])[cH:20]1.[CH3:1][O:2][CH2:3][c:4]1[c:5]([S:9](=[O:10])(=[O:11])[NH2:12])[s:6][cH:7][cH:8]1.[ClH:32]>>[CH3:1][O:2][CH2:3][c:4]1[c:5]([S:9](=[O:10])(=[O:11])[NH:12][C:23]([NH:22][c:17]2[n:16][c:15]([O:14][CH3:13])[cH:20][c:19]([CH3:21])[n:18]2)=[O:24])[s:6][cH:7][cH:8]1.